Task: describe an organic reaction: reactants, conditions, products, and yield. Dataset: the Open Reaction Database (ORD), a public repository of structured organic reaction records The reactants are C([O-])(O)=O.[Na+] (sodium bicarbonate), COC1=CC=C(C(C2=CC=C(C=C2)OC)(C2=CC=CC=C2)Cl)C=C1 (4,4′-dimethoxytrityl chloride), C(C1=CC=CC=C1)(=O)NC=1C=2N=CN([C@H]3[C@H](O)[C@H](OCCOC)[C@@H](CO)O3)C2N=CN1 (N6-Benzoyl-3′-O-(2-methoxyethyl) adenosine). The solvent is ice water, N1=CC=CC=C1 (pyridine), N1=CC=CC=C1 (pyridine). Reaction conditions: temperature 25 celsius, time 16 hour. Yields the product C(C1=CC=CC=C1)(=O)NC=1C=2N=CN([C@H]3[C@H](O)[C@H](OCCOC)[C@@H](COC(C4=CC=C(C=C4)OC)(C4=CC=C(C=C4)OC)C4=CC=CC=C4)O3)C2N=CN1 (N6-Benzoyl-5′-O-(4,4′-dimethoxytrityl)-3′-O-(2-methoxyethyl)adenosine). The yield is 8.1%. As a reaction SMILES: [C:1]([NH:9][C:10]1[C:11]2[N:12]=[CH:13][N:14]([C:28]=2[N:29]=[CH:30][N:31]=1)[C@@H:15]1[O:27][C@H:24]([CH2:25][OH:26])[C@@H:18]([O:19][CH2:20][CH2:21][O:22][CH3:23])[C@H:16]1[OH:17])(=[O:8])[C:2]1[CH:7]=[CH:6][CH:5]=[CH:4][CH:3]=1.[CH3:32][O:33][C:34]1[CH:55]=[CH:54][C:37]([C:38](Cl)([C:47]2[CH:52]=[CH:51][CH:50]=[CH:49][CH:48]=2)[C:39]2[CH:44]=[CH:43][C:42]([O:45][CH3:46])=[CH:41][CH:40]=2)=[CH:36][CH:35]=1.C(=O)(O)[O-].[Na+]>N1C=CC=CC=1>[C:1]([NH:9][C:10]1[C:11]2[N:12]=[CH:13][N:14]([C:28]=2[N:29]=[CH:30][N:31]=1)[C@@H:15]1[O:27][C@H:24]([CH2:25][O:26][C:38]([C:47]2[CH:52]=[CH:51][CH:50]=[CH:49][CH:48]=2)([C:39]2[CH:44]=[CH:43][C:42]([O:45][CH3:46])=[CH:41][CH:40]=2)[C:37]2[CH:36]=[CH:35][C:34]([O:33][CH3:32])=[CH:55][CH:54]=2)[C@@H:18]([O:19][CH2:20][CH2:21][O:22][CH3:23])[C@H:16]1[OH:17])(=[O:8])[C:2]1[CH:7]=[CH:6][CH:5]=[CH:4][CH:3]=1 |f:2.3|. Procedure: A solution of N6-Benzoyl-3′-O-(2-methoxyethyl) adenosine (11.0 g, 0.285 mol) in pyridine (100 mL) was evaporated under reduced pressure to an oil. The residue was redissolved in dry pyridine (300 mL) and 4,4′-dimethoxytrityl chloride (DMT-Cl, 10.9 g, 95%, 0.31 mol) was added. The mixture was stirred at 25° C. for 16 h and then poured onto a solution of sodium bicarbonate (20 g) in ice water (500 mL). The product was extracted with ethyl acetate (2×150 mL). The organic layer was washed with brine... Reactants: C1(CC1)NC1CCN(CC1)C1=NC(=NO1)C1=CC=CC=C1 (cyclopropyl-[1-(3-phenyl-[1,2,4]oxadiazol-5-yl)-piperidin-4-yl]-amine), N1=CC=C(C=C1)C1=NC=C(C=N1)C(=O)O (2-pyridin-4-yl-pyrimidine-5-carboxylic acid). The product is C1(CC1)N(C(=O)C=1C=NC(=NC1)C1=CC=NC=C1)C1CCN(CC1)C1=NC(=NO1)C1=CC=CC=C1 (2-Pyridin-4-yl-pyrimidine-5-carboxylic acid cyclopropyl-[1-(3-phenyl-[1,2,4]oxadiazol-5-yl)-piperidin-4-yl]-amide). RXN SMILES: [CH:1]1([NH:4][CH:5]2[CH2:10][CH2:9][N:8]([C:11]3[O:15][N:14]=[C:13]([C:16]4[CH:21]=[CH:20][CH:19]=[CH:18][CH:17]=4)[N:12]=3)[CH2:7][CH2:6]2)[CH2:3][CH2:2]1.[N:22]1[CH:27]=[CH:26][C:25]([C:28]2[N:33]=[CH:32][C:31]([C:34](O)=[O:35])=[CH:30][N:29]=2)=[CH:24][CH:23]=1>>[CH:1]1([N:4]([CH:5]2[CH2:6][CH2:7][N:8]([C:11]3[O:15][N:14]=[C:13]([C:16]4[CH:21]=[CH:20][CH:19]=[CH:18][CH:17]=4)[N:12]=3)[CH2:9][CH2:10]2)[C:34]([C:31]2[CH:32]=[N:33][C:28]([C:25]3[CH:26]=[CH:27][N:22]=[CH:23][CH:24]=3)=[N:29][CH:30]=2)=[O:35])[CH2:3][CH2:2]1. Procedure details: The title compound is prepared from cyclopropyl-[1-(3-phenyl-[1,2,4]oxadiazol-5-yl)-piperidin-4-yl]-amine and 2-pyridin-4-yl-pyrimidine-5-carboxylic acid following a procedure analogous to that described in Example 1. LC (method 2): tR=1.76 min; Mass spectrum (ESI+): m/z=468 [M+H]+. As a reaction SMILES: [CH2:37]1[CH2:38][CH2:39][NH:40][CH2:41][CH2:42]1.[CH3:43][CH2:44][OH:45].[F:1][c:2]1[cH:3][c:4](-[c:8]2[c:9]3[c:13]([cH:14][cH:15][cH:16]2)[NH:12][C:11](=[O:17])[CH2:10]3)[cH:5][cH:6][cH:7]1.[N:18]1([CH2:23][CH2:24][NH:25][C:26](=[O:27])[c:28]2[c:29]([CH3:36])[nH:30][c:31]([CH:34]=[O:35])[c:32]2[CH3:33])[CH2:19][CH2:20][CH2:21][CH2:22]1>>[F:1][c:2]1[cH:3][c:4](-[c:8]2[c:9]3[c:13]([cH:14][cH:15][cH:16]2)[NH:12][C:11](=[O:17])[C:10]3=[CH:34][c:31]2[nH:30][c:29]([CH3:36])[c:28]([C:26]([NH:25][CH2:24][CH2:23][N:18]3[CH2:19][CH2:20][CH2:21][CH2:22]3)=[O:27])[c:32]2[CH3:33])[cH:5][cH:6][cH:7]1. Starting materials: C1CCNCC1, CCO, O=C1Cc2c(cccc2-c2cccc(F)c2)N1, Cc1[nH]c(C=O)c(C)c1C(=O)NCCN1CCCC1. Yields the product Cc1[nH]c(C=C2C(=O)Nc3cccc(-c4cccc(F)c4)c32)c(C)c1C(=O)NCCN1CCCC1. Reactants: cuprous chloride, CN(CCN(C)C)C (N,N,N',N'-tetramethylethylenediamine), Cl (hydrochloric acid), C(C#CCCC)(O)O (hexayne diol), C(CCCC#CC#CCCC#C)O (5,7,11-dodecatriyn-1-ol). Solvent: CO (methanol), CO (methanol), O=O (oxygen). Conditions: time 1 hour. The product is C(CCCC#CC#CCCC#CC#CCCC#CC#CCCCCO)O (5,7,11,13,17,19-tetracosahexayn-1,24-diol). Reaction SMILES: CN(C)[CH2:3][CH2:4]N(C)C.[CH2:9]([OH:21])[CH2:10][CH2:11][CH2:12][C:13]#[C:14][C:15]#[C:16][CH2:17][CH2:18][C:19]#[CH:20].Cl.[CH:23]([OH:30])(O)[C:24]#[C:25][CH2:26][CH2:27][CH3:28]>CO.O=O>[CH2:23]([OH:30])[CH2:24][CH2:25][CH2:26][C:27]#[C:28][C:9]#[C:10][CH2:11][CH2:12][C:3]#[C:4][C:20]#[C:19][CH2:18][CH2:17][C:16]#[C:15][C:14]#[C:13][CH2:12][CH2:11][CH2:10][CH2:9][OH:21]. Reported procedure: A mixture of 2 parts cuprous chloride, 12 parts methanol, and 4 parts N,N,N',N'-tetramethylethylenediamine was prepared. To this mixture over a period of 15 minutes was added 5,7,11-dodecatriyn-1-ol (produced in Part A above) dissolved in 12 parts methanol, while oxygen was moderately bubbled through the reaction contents. After 1 hour, oxygen flow was stopped and the methanol was distilled leaving a semi-viscous residue. To this was added 100 parts of 3N hydrochloric acid while stirring, causin... The reactants are C(C)(C)O[C@@H]1[C@H](C[C@@H]2CC[C@H]3[C@@H]4CCC([C@@]4(C)CC[C@@H]3[C@]2(C1)C)=O)O (2β-isopropoxy-3α-hydroxy-5α-androstan-17-one), [BH3-]C#N.[Na+] (NaBH3CN), C1(=CC=C(C=C1)S(=O)(=O)O)C (p-toluenesulfonic acid), [BH3-]C#N.[Na+] (NaBH3CN), C1(=CC=C(C=C1)S(=O)(=O)O)C (p-toluenesulfonic acid), S1(=O)(=O)CCCC1 (sulfolane). Solvent: O (Water), CN(C)C=O (DMF). Conditions: temperature 110 celsius. The product is C(C)(C)O[C@@H]1[C@H](C[C@@H]2CC[C@H]3[C@@H]4CCC[C@@]4(C)CC[C@@H]3[C@]2(C1)C)O (2β-isopropoxy-3α-hydroxy-5α-androstane). RXN SMILES: [CH:1]([O:4][C@H:5]1[CH2:22][C@@:21]2([CH3:23])[C@@H:8]([CH2:9][CH2:10][C@@H:11]3[C@@H:20]2[CH2:19][CH2:18][C@@:16]2([CH3:17])[C@H:12]3[CH2:13][CH2:14][C:15]2=O)[CH2:7][C@@H:6]1[OH:25])([CH3:3])[CH3:2].[BH3-]C#N.[Na+].C1(C)C=CC(S(O)(=O)=O)=CC=1.S1(CCCC1)(=O)=O>O.CN(C=O)C>[CH:1]([O:4][C@H:5]1[CH2:22][C@@:21]2([CH3:23])[C@@H:8]([CH2:9][CH2:10][C@@H:11]3[C@@H:20]2[CH2:19][CH2:18][C@@:16]2([CH3:17])[C@H:12]3[CH2:13][CH2:14][CH2:15]2)[CH2:7][C@@H:6]1[OH:25])([CH3:3])[CH3:2] |f:1.2|. Procedure: To a mixture of 2β-isopropoxy-3α-hydroxy-5α-androstan-17-one tosylhydazone (300 mg), NaBH3CN (144 mg) and p-toluenesulfonic acid (30 mg) was added DMF and sulfolane (1:1, 3 mL) and the mixture obtained was heated to 110° C. for 3 h. Then additional amount of NaBH3CN (144 mg) and p-toluenesulfonic acid (30 mg) was added and it was heated for another hour. Water was then added and the mixture was extracted with EtOAc (2×45 mL). The combined extracts were dried over Na2SO4 and the crude product obt... Starting materials: ClC1=CC(=CC=C1)C(=O)OO (3-chloroperbenzoic acid), BrC=1C=CC2=C(C=C(CCS2)C(=O)OC)C1 (methyl 7-bromo-2,3-dihydro-1-benzothiepine-4-carboxylate), S(=S)(=O)([O-])[O-].[Na+].[Na+] (sodium thiosulfate). Solvent: C1CCOC1 (THF). Yields the product BrC=1C=CC2=C(C=C(CCS2(=O)=O)C(=O)OC)C1 (methyl 7-bromo-1,1-dioxo-2,3-dihydro-1-benzothiepine-4-carboxylate). Reaction SMILES: [Br:1][C:2]1[CH:3]=[CH:4][C:5]2S[CH2:10][CH2:9][C:8]([C:12]([O:14][CH3:15])=[O:13])=[CH:7][C:6]=2[CH:16]=1.ClC1C=CC=C(C(OO)=O)C=1.[S:28]([O-:32])([O-])(=[O:30])=S.[Na+].[Na+]>C1COCC1>[Br:1][C:2]1[CH:3]=[CH:4][C:5]2[S:28](=[O:32])(=[O:30])[CH2:10][CH2:9][C:8]([C:12]([O:14][CH3:15])=[O:13])=[CH:7][C:6]=2[CH:16]=1 |f:2.3.4|. Procedure: To a solution of methyl 7-bromo-2,3-dihydro-1-benzothiepine-4-carboxylate (0.8 g) in THF (10 ml) was added at 0° C. 70% 3-chloroperbenzoic acid (1.45 g), and the mixture was stirred at 0° C. for 30 minutes and further at room temperature for 1 hour. To the mixture was added an aqueous solution of sodium thiosulfate, and the mixture was stirred for a few minutes and extracted with ethyl acetate. The organic layer was washed with saturated brine, dried with magnesium sulfate and concentrated under...